From a dataset of the Open Reaction Database (ORD), a public repository of structured organic reaction records. describe an organic reaction: reactants, conditions, products, and yield Reactants: BrC=1C=C2CCN(C2=CC1)C(=O)C(=O)OCC (5-bromo-N-ethoxalylindoline), [N+](=O)(OC(C)C)[O-] (isopropyl nitrate), O (water). Run in S(O)(O)(=O)=O (sulfuric acid). Run at temperature 0 celsius, time 1 hour. Product: BrC=1C=C2CCN(C2=C(C1)[N+](=O)[O-])C(=O)C(=O)OCC (5-bromo-7-nitro-N-ethoxalylindoline). Yield: 83.6%. As a reaction SMILES: [Br:1][C:2]1[CH:3]=[C:4]2[C:8](=[CH:9][CH:10]=1)[N:7]([C:11]([C:13]([O:15][CH2:16][CH3:17])=[O:14])=[O:12])[CH2:6][CH2:5]2.[N+:18]([O-])([O:20]C(C)C)=[O:19].O>S(=O)(=O)(O)O>[Br:1][C:2]1[CH:3]=[C:4]2[C:8](=[C:9]([N+:18]([O-:20])=[O:19])[CH:10]=1)[N:7]([C:11]([C:13]([O:15][CH2:16][CH3:17])=[O:14])=[O:12])[CH2:6][CH2:5]2. Reported procedure: To a solution of 5-bromo-N-ethoxalylindoline (5.23 g, 17.5 mmol) in concentrated sulfuric acid was added slowly isopropyl nitrate (1.87 mL, 18.5 mmol) at 0° C. The mixture was stirred for 1 h at 0° C. and poured into a mixture of water and crashed ice. The mixture was extracted with ethyl acetate and the organic layer was washed with brine, dried over magnesium sulfate, and concentrated. The crude residue was purified by silica gel column chromatography to give 5.02 g of 5-bromo-7-nitro-N-ethoxa...